Dataset: the Open Reaction Database (ORD), a public repository of structured organic reaction records. Task: describe an organic reaction: reactants, conditions, products, and yield Procedure: To a solution of N-((1S,2R,3R,4R,6R)-2,3-bis(benzyloxy)-4-((benzyloxy)methyl)-6-hydroxycyclohexyl)pyrrolidine-1-carbothioamide (0.260 g, 0.464 mmol) and triphenylphosphine (0.183 g, 0.700 mmol) in anhydrous THF (6.0 mL) was added DIAD (0.131 g, 0.650 mmol). After addition the mixture was stirred at room temperature for 60 h. The solvent was evaporated under reduced pressure, and the residue was purified on silica gel by automatic flash column chromatography (EtOAc/hexanes, 1:10 to 1:4), affordin... Product: C(C1=CC=CC=C1)O[C@H]1[C@@H]([C@H](C[C@H]2[C@@H]1N=C(S2)N2CCCC2)COCC2=CC=CC=C2)OCC2=CC=CC=C2 ((3aR,4R,5R,6R,7aS)-4,5-Bis(benzyloxy)-6-((benzyloxy)methyl)-2-(pyrrolidin-1-yl)-3a,4,5,6,7,7a-hexahydrobenzo[d]thiazole). Reaction conditions: time 60 hour. Run in C1CCOC1 (THF). The reactants are C(C1=CC=CC=C1)O[C@@H]1[C@H]([C@@H](C[C@@H]([C@H]1OCC1=CC=CC=C1)COCC1=CC=CC=C1)O)NC(=S)N1CCCC1 (N-((1S,2R,3R,4R,6R)-2,3-bis(benzyloxy)-4-((benzyloxy)methyl)-6-hydroxycyclohexyl)pyrrolidine-1-carbothioamide), C1(=CC=CC=C1)P(C1=CC=CC=C1)C1=CC=CC=C1 (triphenylphosphine), CC(C)OC(=O)/N=N/C(=O)OC(C)C (DIAD). Reaction SMILES: [CH2:1]([O:8][C@H:9]1[C@H:14]([O:15][CH2:16][C:17]2[CH:22]=[CH:21][CH:20]=[CH:19][CH:18]=2)[C@@H:13]([CH2:23][O:24][CH2:25][C:26]2[CH:31]=[CH:30][CH:29]=[CH:28][CH:27]=2)[CH2:12][C@@H:11](O)[C@@H:10]1[NH:33][C:34]([N:36]1[CH2:40][CH2:39][CH2:38][CH2:37]1)=[S:35])[C:2]1[CH:7]=[CH:6][CH:5]=[CH:4][CH:3]=1.C1(P(C2C=CC=CC=2)C2C=CC=CC=2)C=CC=CC=1.CC(OC(/N=N/C(OC(C)C)=O)=O)C>C1COCC1>[CH2:1]([O:8][C@@H:9]1[C@H:10]2[N:33]=[C:34]([N:36]3[CH2:40][CH2:39][CH2:38][CH2:37]3)[S:35][C@H:11]2[CH2:12][C@H:13]([CH2:23][O:24][CH2:25][C:26]2[CH:31]=[CH:30][CH:29]=[CH:28][CH:27]=2)[C@H:14]1[O:15][CH2:16][C:17]1[CH:22]=[CH:21][CH:20]=[CH:19][CH:18]=1)[C:2]1[CH:7]=[CH:6][CH:5]=[CH:4][CH:3]=1. Yield: 83.4%. The reactants are CC(C)(C)C1CCC2(CC1)OCC(CBr)O2, CC(C)(C)C1CCNCC1, O=C([O-])[O-], CN(C)C=O, [K+], [K+]. The product is CC(C)(C)C1CCN(CC2COC3(CCC(C(C)(C)C)CC3)O2)CC1. RXN SMILES: [C:11]([CH3:12])([CH3:13])([CH3:14])[CH:15]1[CH2:16][CH2:17][C:18]2([O:19][CH2:20][CH:21]([CH2:23][Br:24])[O:22]2)[CH2:25][CH2:26]1.[C:1]([CH3:2])([CH3:3])([CH3:4])[CH:5]1[CH2:6][CH2:7][NH:8][CH2:9][CH2:10]1.[C:27](=[O:28])([O-:29])[O-:30].[CH3:33][N:34]([CH3:35])[CH:36]=[O:37].[K+:31].[K+:32]>>[C:1]([CH3:2])([CH3:3])([CH3:4])[CH:5]1[CH2:6][CH2:7][N:8]([CH2:23][CH:21]2[CH2:20][O:19][C:18]3([CH2:17][CH2:16][CH:15]([C:11]([CH3:12])([CH3:13])[CH3:14])[CH2:26][CH2:25]3)[O:22]2)[CH2:9][CH2:10]1. Reactants: O=Cc1cccc(Br)c1, Cc1ccccc1, OCCO, Cc1ccc(S(=O)(=O)O)cc1. Product: Brc1cccc(C2OCCO2)c1. Reaction SMILES: [Br:1][c:2]1[cH:3][c:4]([CH:5]=[O:6])[cH:7][cH:8][cH:9]1.[CH3:25][c:26]1[cH:27][cH:28][cH:29][cH:30][cH:31]1.[OH:10][CH2:11][CH2:12][OH:13].[c:14]1([CH3:15])[cH:16][cH:17][c:18]([S:19]([OH:20])(=[O:21])=[O:22])[cH:23][cH:24]1>>[Br:1][c:2]1[cH:3][c:4]([CH:5]2[O:6][CH2:12][CH2:11][O:10]2)[cH:7][cH:8][cH:9]1. The reactants are ClC1=NC(=NC(=N1)OC(C)C)N1C(CCCC1(C)C)(C)C (2-Chloro-4-isopropyloxy-6-(2,2,6,6-tetramethylpiperidin-1-yl)-1,3,5-triazine), ClC1=NC(=NC(=N1)OC(C)C)N1C(CCCC1(C)C)(C)C (2-Chloro-4-isopropyloxy-6-(2,2,6,6-tetramethylpiperidin-1-yl)-1,3,5-triazine), [OH-].[K+] (potassium hydroxide), C(C)(C)O (isopropanol). The reagents and catalysts are S(=O)(=O)(O)[O-].C(CCC)[N+](CCCC)(CCCC)CCCC (tetrabutylammonium hydrogen sulfate). Run in C1(=CC=CC=C1)C (toluene), C1(=CC=CC=C1)C (toluene), O (water). Conditions: time 8 hour. The product is C(C)(C)OC1=NC(=NC(=N1)OC(C)C)N1C(CCCC1(C)C)(C)C (2,4-bis-isopropyloxy-6-(2,2,6,6-tetramethylpiperidin-1-yl)-1,3,5-triazine). RXN SMILES: Cl[C:2]1[N:7]=[C:6]([O:8][CH:9]([CH3:11])[CH3:10])[N:5]=[C:4]([N:12]2[C:17]([CH3:19])([CH3:18])[CH2:16][CH2:15][CH2:14][C:13]2([CH3:21])[CH3:20])[N:3]=1.[OH-].[K+].[CH:24]([OH:27])([CH3:26])[CH3:25]>S([O-])(O)(=O)=O.C([N+](CCCC)(CCCC)CCCC)CCC.C1(C)C=CC=CC=1.O>[CH:24]([O:27][C:2]1[N:7]=[C:6]([O:8][CH:9]([CH3:11])[CH3:10])[N:5]=[C:4]([N:12]2[C:17]([CH3:19])([CH3:18])[CH2:16][CH2:15][CH2:14][C:13]2([CH3:21])[CH3:20])[N:3]=1)([CH3:26])[CH3:25] |f:1.2,4.5|. Procedure: 12.5 g of 2-chloro-4-isopropyloxy-6-(2,2,6,6-tetramethylpiperidin-1-yl)- 1,3,5-triazine (product from Example 55), 11.2 g of finely pulverized potassium hydroxide and 0.7 g of tetrabutylammonium hydrogen sulfate are initially introduced in 60 ml of toluene. 2.6 g of isopropanol are added dropwise during the course of 15 minutes to this orange-colored suspension: weakly exothermic reaction to about 30+. The pale brown contents of the flask are stirred at 60° for 8 hours, cooled to 0°-5°, and dilu... Reaction SMILES: [C:22](=[O:23])([O-:24])[O-:25].[Cl-:28].[I:1][c:2]1[c:3]([C:4](=[O:5])[OH:6])[cH:7][cH:8][cH:9][cH:10]1.[K+:26].[K+:27].[OH2:29].[SH:11][c:12]1[cH:13][c:14]2[cH:15][cH:16][cH:17][cH:18][c:19]2[cH:20][cH:21]1.[cH:30]1[cH:31][cH:32][n:33][cH:34][cH:35]1>>[c:2]1([S:11][c:12]2[cH:13][c:14]3[cH:15][cH:16][cH:17][cH:18][c:19]3[cH:20][cH:21]2)[c:3]([C:4](=[O:5])[OH:6])[cH:7][cH:8][cH:9][cH:10]1. Product: O=C(O)c1ccccc1Sc1ccc2ccccc2c1. The reactants are O=C([O-])[O-], [Cl-], O=C(O)c1ccccc1I, [K+], [K+], O, Sc1ccc2ccccc2c1, c1ccncc1.